describe an organic reaction: reactants, conditions, products, and yield From a dataset of the Open Reaction Database (ORD), a public repository of structured organic reaction records. Starting materials: ClC1=CC=C(C=C1)C1(C(N(CC1)CC(=O)O)=O)C1=CC=C(C=C1)Cl (2-(3,3-Bis(4-chlorophenyl)-2-oxopyrrolidin-1-yl)acetic acid), N1(CCNCC1)C(=O)OC(C)(C)C (tert-butyl piperazine-1-carboxylate), Cl.CN(CCCN=C=NCC)C (1-(3-Dimethylaminopropyl)-3-ethylcarbodiimide hydrochloride). The reagents and catalysts are CN(C1=CC=NC=C1)C (4-(dimethylamino)pyridine). Solvent: C(Cl)Cl (CH2Cl2). Conditions: time 8 hour. Product: ClC1=CC=C(C=C1)C1(C(N(CC1)CC(=O)N1CCN(CC1)C(=O)OC(C)(C)C)=O)C1=CC=C(C=C1)Cl (tert-Butyl 4-(2-(3,3-bis(4-chlorophenyl)-2-oxopyrrolidin-1-yl)acetyl)piperazine-1-carboxylate). Reaction SMILES: [Cl:1][C:2]1[CH:7]=[CH:6][C:5]([C:8]2([C:18]3[CH:23]=[CH:22][C:21]([Cl:24])=[CH:20][CH:19]=3)[CH2:12][CH2:11][N:10]([CH2:13][C:14](O)=[O:15])[C:9]2=[O:17])=[CH:4][CH:3]=1.[N:25]1([C:31]([O:33][C:34]([CH3:37])([CH3:36])[CH3:35])=[O:32])[CH2:30][CH2:29][NH:28][CH2:27][CH2:26]1.Cl.CN(C)CCCN=C=NCC>C(Cl)Cl.CN(C)C1C=CN=CC=1>[Cl:24][C:21]1[CH:22]=[CH:23][C:18]([C:8]2([C:5]3[CH:4]=[CH:3][C:2]([Cl:1])=[CH:7][CH:6]=3)[CH2:12][CH2:11][N:10]([CH2:13][C:14]([N:28]3[CH2:27][CH2:26][N:25]([C:31]([O:33][C:34]([CH3:37])([CH3:36])[CH3:35])=[O:32])[CH2:30][CH2:29]3)=[O:15])[C:9]2=[O:17])=[CH:19][CH:20]=1 |f:2.3|. Reported procedure: To a solution of the product from Example 25D (0.8 g, 2.2 mmol) in CH2Cl2 (30 mL) was added tert-butyl piperazine-1-carboxylate (0.41 g, 2.2 mmol) under nitrogen. 1-(3-Dimethylaminopropyl)-3-ethylcarbodiimide hydrochloride (0.84 g, 4.4 mmol) and 4-(dimethylamino)pyridine (0.027 g, 0.22 mmol) were added, and the reaction mixture was stirred overnight at room temperature. The reaction mixture was then washed with water and brine, dried over MgSO4, filtered, and concentrated. The crude product was ... As a reaction SMILES: [OH-].[K+:2].[CH3:3][N:4]1[C:12]2[C:7](=[CH:8][C:9]([NH:13][C:14]([C:16]3[C:17]([C:22]4[CH:27]=[CH:26][C:25]([C:28]([F:31])([F:30])[F:29])=[CH:24][CH:23]=4)=[CH:18][CH:19]=[CH:20][CH:21]=3)=[O:15])=[CH:10][CH:11]=2)[CH:6]=[C:5]1[C:32]([O:34]CC)=[O:33].[K+].CN1C2C(=CC(NC(C3C(C4C=CC=CC=4)=CC=C(C(F)(F)F)C=3)=O)=CC=2)C=C1C([O-])=O>O.CC(O)C>[K+:2].[CH3:3][N:4]1[C:12]2[C:7](=[CH:8][C:9]([NH:13][C:14]([C:16]3[C:17]([C:22]4[CH:27]=[CH:26][C:25]([C:28]([F:30])([F:31])[F:29])=[CH:24][CH:23]=4)=[CH:18][CH:19]=[CH:20][CH:21]=3)=[O:15])=[CH:10][CH:11]=2)[CH:6]=[C:5]1[C:32]([O-:34])=[O:33] |f:0.1,3.4,7.8|. The product is [K+].CN1C(=CC2=CC(=CC=C12)NC(=O)C=1C(=CC=CC1)C1=CC=C(C=C1)C(F)(F)F)C(=O)[O-] (1-methyl-5-[4′-(trifluoromethyl)[1,1′-biphenyl]-2-carboxamido]-1H-indole-2-carboxylic acid potassium salt). Yield: 93.8%. Run at temperature 2.5 celsius, time 2 hour. Reactants: [K+].CN1C(=CC2=CC(=CC=C12)NC(=O)C=1C(=CC=C(C1)C(F)(F)F)C1=CC=CC=C1)C(=O)[O-] (1-methyl-5-[4-(trifluoromethyl)[1,1′-biphenyl]-2-carboxamido]-1H-indole-2-carboxylic acid potassium salt), [OH-].[K+] (potassium hydroxide), CN1C(=CC2=CC(=CC=C12)NC(=O)C=1C(=CC=CC1)C1=CC=C(C=C1)C(F)(F)F)C(=O)OCC (ethyl 1-methyl-5-[4′-(trifluoromethyl)[1,1′-biphenyl]-2-carboxamido]-1H-indole-2-carboxylate). Reported procedure: A solution of potassium hydroxide (54.1 g) in water (600 mL) was added over 15 minutes to a suspension of ethyl 1-methyl-5-[4′-(trifluoromethyl)[1,1′-biphenyl]-2-carboxamido]-1H-indole-2-carboxylate (300 g), from the previous step, in propan-2-ol (4500 mL) at 60° C. and the resulting mixture was heated to reflux for an hour. The solution was seeded with product (1-methyl-5-[4-(trifluoromethyl)[1,1′-biphenyl]-2-carboxamido]-1H-indole-2-carboxylic acid potassium salt) and the mixture granulated at... Run in O (water), CC(C)O (propan-2-ol). Reactants: CC(=O)O[BH-](OC(C)=O)OC(C)=O, CO, COc1ccc2c(c1)N(CCCN1CCNCC1)C(=O)OC2, CCN(C(C)C)C(C)C, ClCCl, O=C(O)C(F)(F)F, [Na+], O=Cc1ccc2c(n1)NC(=O)CO2. Product: COc1ccc2c(c1)N(CCCN1CCN(Cc3ccc4c(n3)NC(=O)CO4)CC1)C(=O)OC2. As a reaction SMILES: [C:52]([O:53][BH-:54]([O:55][C:56](=[O:57])[CH3:58])[O:59][C:60](=[O:61])[CH3:62])(=[O:63])[CH3:64].[CH3:66][OH:67].[CH3:8][O:9][c:10]1[cH:11][c:12]2[c:13]([cH:28][cH:29]1)[CH2:14][O:15][C:16](=[O:27])[N:17]2[CH2:18][CH2:19][CH2:20][N:21]1[CH2:22][CH2:23][NH:24][CH2:25][CH2:26]1.[CH:30]([N:31]([CH2:32][CH3:33])[CH:34]([CH3:35])[CH3:36])([CH3:37])[CH3:38].[Cl:68][CH2:69][Cl:70].[F:1][C:2]([F:3])([F:4])[C:5]([OH:6])=[O:7].[Na+:65].[O:39]=[C:40]1[NH:41][c:42]2[c:43]([cH:46][cH:47][c:48]([CH:50]=[O:51])[n:49]2)[O:44][CH2:45]1>>[CH3:8][O:9][c:10]1[cH:11][c:12]2[c:13]([cH:28][cH:29]1)[CH2:14][O:15][C:16](=[O:27])[N:17]2[CH2:18][CH2:19][CH2:20][N:21]1[CH2:22][CH2:23][N:24]([CH2:50][c:48]2[cH:47][cH:46][c:43]3[c:42]([n:49]2)[NH:41][C:40](=[O:39])[CH2:45][O:44]3)[CH2:25][CH2:26]1. Reactants: CNC(=NC)NCCC[C@@H](C(=O)O)N (SDMA), C(C)(=O)O (acetic acid), BrC1=CC=C(C=C1)[C@@H]1[C@H](CN(CC1)C(=O)[C@]12OC([C@](CC1)(C2(C)C)C)=O)OCC2=CC1=CC=CC=C1C=C2 ((3R,4R)-4-(4-bromophenyl)-3-(naphthalen-2-ylmethoxy)-1-[(1 S,4R)-4,7,7-trimethyl-3-oxo-2-oxabicyclo[2.2.1]heptane-1-carbonyl]-piperidine). Run in O1CCCC1 (tetrahydrofuran), O1CCCC1 (tetrahydrofuran), O1CCCC1 (tetrahydrofuran). Run at temperature -40 celsius, time 8 hour. Yields the product BrC1=CC=C(C=C1)[C@@H]1[C@H](CNCC1)OCC1=CC2=CC=CC=C2C=C1 ((3R,4R)-4-(4-bromophenyl)-3-(naphthalen-2-ylmethoxy)-piperidine). Yield: 67.8%. As a reaction SMILES: [Br:1][C:2]1[CH:7]=[CH:6][C:5]([C@H:8]2[CH2:13][CH2:12][N:11](C([C@@]34C(C)(C)[C@@](C)(CC3)C(=O)O4)=O)[CH2:10][C@@H:9]2[O:27][CH2:28][C:29]2[CH:38]=[CH:37][C:36]3[C:31](=[CH:32][CH:33]=[CH:34][CH:35]=3)[CH:30]=2)=[CH:4][CH:3]=1.CNC(NCCC[C@H](N)C(O)=O)=NC.C(O)(=O)C>O1CCCC1>[Br:1][C:2]1[CH:7]=[CH:6][C:5]([C@H:8]2[CH2:13][CH2:12][NH:11][CH2:10][C@@H:9]2[O:27][CH2:28][C:29]2[CH:38]=[CH:37][C:36]3[C:31](=[CH:32][CH:33]=[CH:34][CH:35]=3)[CH:30]=2)=[CH:4][CH:3]=1. Procedure details: A solution of 736 mg (1.28 mmol) of (3R,4R)-4-(4-bromophenyl)-3-(naphthalen-2-ylmethoxy)-1-[(1 S,4R)-4,7,7-trimethyl-3-oxo-2-oxabicyclo[2.2.1]heptane-1-carbonyl]-piperidine in 32 ml of absolute tetrahydrofuran was cooled to -70° C. Thereto there was added dropwise a solution of 1.86 ml (6.5 mmol) of sodium dihydrido-bis-(2-methoxyethoxy)-aluminate (70% in toluene, about 3.5M) in 32 ml of tetrahydrofuran. The mixture was warmed to -40° C., stirred at -40° C. for 8 hours, thereafter cooled to -78°...